Dataset: the Open Reaction Database (ORD), a public repository of structured organic reaction records. Task: describe an organic reaction: reactants, conditions, products, and yield Reactants: C(CCC)C1=NC=2C(=NC=CC2)N1C1=CC=CC2=CC(=CC=C12)[Sn](CCCC)(CCCC)CCCC (2-butyl-3-(6-tributylstannanyl-naphthalen-1-yl)-3H-imidazo[4,5-b]pyridine), BrC1=C(C#N)C=CC=C1 (2-bromobenzonitrile), PdCl2 (PPh3)3, O1CCOCC1 (dioxane). Conditions: temperature 23 celsius. The product is C(CCC)C1=NC=2C(=NC=CC2)N1C1=C2C=CC(=CC2=CC=C1)C1=C(C#N)C=CC=C1 (2-[5-(2-Butyl-imidazo[4,5-b]pyridin-3yl)-naphthalen-2-yl]-benzonitrile). As a reaction SMILES: [CH2:1]([C:5]1[N:13]([C:14]2[C:23]3[C:18](=[CH:19][C:20]([Sn](CCCC)(CCCC)CCCC)=[CH:21][CH:22]=3)[CH:17]=[CH:16][CH:15]=2)[C:8]2=[N:9][CH:10]=[CH:11][CH:12]=[C:7]2[N:6]=1)[CH2:2][CH2:3][CH3:4].Br[C:38]1[CH:45]=[CH:44]C=C[C:39]=1[C:40]#[N:41].O1[CH2:51][CH2:50]OCC1>>[CH2:1]([C:5]1[N:13]([C:14]2[CH:15]=[CH:16][CH:17]=[C:18]3[C:23]=2[CH:22]=[CH:21][C:20]([C:51]2[CH:50]=[CH:44][CH:45]=[CH:38][C:39]=2[C:40]#[N:41])=[CH:19]3)[C:8]2=[N:9][CH:10]=[CH:11][CH:12]=[C:7]2[N:6]=1)[CH2:2][CH2:3][CH3:4]. Procedure: To a solution of 2-butyl-3-(6-tributylstannanyl-naphthalen-1-yl)-3H-imidazo[4,5-b]pyridine (310 mg, 0.56 mmol) in anhydrous dioxane (1.5 mL) was added 2-bromobenzonitrile (109 mg, 0.6 mmol) and PdCl2 (PPh3)3 (44 mg, 0.06 mmol). The reaction mixture was heated under reflux for 17 hours, cooled to 23° C. and concentrated in vacuo. The crude residue was chromatographed on SiO2 -gel using 30% ethyl acetate/hexanes to give 85 mg of the desired product. 1H NMR (250 MHz, CDCl3): d 8.28 (d, 1 H), 8.25 (...